Dataset: the Open Reaction Database (ORD), a public repository of structured organic reaction records. Task: describe an organic reaction: reactants, conditions, products, and yield Starting materials: [OH-].[Na+] (NaOH), N(C1=CC=CC=C1)C1=CC(C=2C(=CC(=NC2N1C1=CC=CC=C1)SCC(=O)OCC)C(F)(F)F)=O (ethyl {[7-anilino-5-oxo-8-phenyl-4-(trifluoromethyl)-5,8-dihydro-1,8-naphthyridin-2-yl]sulfanyl }acetate). Run in CCO (EtOH). Run at time 4 hour. The product is N(C1=CC=CC=C1)C1=CC(C=2C(=CC(=NC2N1C1=CC=CC=C1)SCC(=O)O)C(F)(F)F)=O ({[7-anilino-5-oxo-8-phenyl-4-(trifluoromethyl)-5,8-dihydro-1,8-naphthyridin-2-yl]sulfanyl }acetic acid). Isolated yield 67.2%. Reaction SMILES: [OH-].[Na+].[NH:3]([C:10]1[N:19]([C:20]2[CH:25]=[CH:24][CH:23]=[CH:22][CH:21]=2)[C:18]2[N:17]=[C:16]([S:26][CH2:27][C:28]([O:30]CC)=[O:29])[CH:15]=[C:14]([C:33]([F:36])([F:35])[F:34])[C:13]=2[C:12](=[O:37])[CH:11]=1)[C:4]1[CH:9]=[CH:8][CH:7]=[CH:6][CH:5]=1>CCO>[NH:3]([C:10]1[N:19]([C:20]2[CH:25]=[CH:24][CH:23]=[CH:22][CH:21]=2)[C:18]2[N:17]=[C:16]([S:26][CH2:27][C:28]([OH:30])=[O:29])[CH:15]=[C:14]([C:33]([F:36])([F:35])[F:34])[C:13]=2[C:12](=[O:37])[CH:11]=1)[C:4]1[CH:5]=[CH:6][CH:7]=[CH:8][CH:9]=1 |f:0.1|. Reported procedure: NaOH (160 mg, 4.0 mmol) was added to a stirred solution of ethyl {[7-anilino-5-oxo-8-phenyl-4-(trifluoromethyl)-5,8-dihydro-1,8-naphthyridin-2-yl]sulfanyl }acetate (30.0 mg, 0.060 mmol) in aqueous EtOH (10 mL EtOH in 4 mL H2O). The mixture was allowed to stir for 4 h and was then concentrated in vacuo. The reaction was acidified with 1N HCl and extracted with CH2Cl2. The organic layer was dried over MgSO4, and concentrated in vacuo. Purification by preparative HPLC (10% CH3CN in water with 0.1% ...